This data is from the Open Reaction Database (ORD), a public repository of structured organic reaction records. The task is: describe an organic reaction: reactants, conditions, products, and yield Reactants: COC1=CC=C(C=C1)CS ((4-methoxyphenyl)methane thiol), [H-].[Na+] (sodium hydride), [OH-].[Na+] (sodium hydroxide), CCC(=O)C1=CC=C(C=C1)F (4-fluoropropiophenone). The solvent is CN(C=O)C (N,N-dimethylformamide). Reaction conditions: time 10 minute. Yields the product COC1=CC=C(CSC2=CC=C(C=C2)C(CC)=O)C=C1 (1-{4-[(4-methoxybenzyl)sulfanyl]phenyl}-1-propanone). RXN SMILES: [CH3:1][O:2][C:3]1[CH:8]=[CH:7][C:6]([CH2:9][SH:10])=[CH:5][CH:4]=1.[H-].[Na+].[CH3:13][CH2:14][C:15]([C:17]1[CH:22]=[CH:21][C:20](F)=[CH:19][CH:18]=1)=[O:16].[OH-].[Na+]>CN(C)C=O>[CH3:1][O:2][C:3]1[CH:8]=[CH:7][C:6]([CH2:9][S:10][C:20]2[CH:21]=[CH:22][C:17]([C:15](=[O:16])[CH2:14][CH3:13])=[CH:18][CH:19]=2)=[CH:5][CH:4]=1 |f:1.2,4.5|. Procedure: To (4-methoxyphenyl)methane thiol (20 g) in N,N-dimethylformamide (200 ml) solution, sodium hydride (60% mineral oil dispersion) was added under ice cooling and the mixture was stirred for 10 minutes. 4-fluoropropiophenone was added to the reaction solution and the mixture was stirred at room temperature for 3 hours. 1N sodium hydroxide aqueous solution was added to the reaction solution, and the mixture was extracted with ethyl acetate. The organic layer was washed with saturated saline, dried ... The reactants are O=C([O-])[O-], [Cs+], [Cs+], CI, COC(=O)Cn1c(=O)n2c3c(cccc31)NC(=O)C2, CN(C)C=O. Yields the product COC(=O)Cn1c(=O)n2c3c(cccc31)N(C)C(=O)C2. Reaction SMILES: [C:20](=[O:21])([O-:22])[O-:23].[Cs+:24].[Cs+:25].[I:26][CH3:27].[O:1]=[c:2]1[n:3]([CH2:15][C:16](=[O:17])[O:18][CH3:19])[c:4]2[c:5]3[n:6]1[CH2:7][C:8](=[O:14])[NH:9][c:10]3[cH:11][cH:12][cH:13]2.[O:28]=[CH:29][N:30]([CH3:31])[CH3:32]>>[O:1]=[c:2]1[n:3]([CH2:15][C:16](=[O:17])[O:18][CH3:19])[c:4]2[c:5]3[n:6]1[CH2:7][C:8](=[O:14])[N:9]([CH3:20])[c:10]3[cH:11][cH:12][cH:13]2.